This data is from the Open Reaction Database (ORD), a public repository of structured organic reaction records. The task is: describe an organic reaction: reactants, conditions, products, and yield The reactants are N1N=CC2=C1N=C1N(C2=O)CCS1 (6,7-Dihydropyrazolo[3,4-d]thiazolo[3,2-a]pyrimidin-4(1H)-one), [H-].[Na+] (sodium hydride), C(CCC)I (butyl iodide), O (water). Solvent: CN(C=O)C (dimethylformamide). Run at time 1 hour. Product: C(CCC)N1N=CC2=C1N=C1N(C2=O)CCS1 (6,7-Dihydro-1-n-butylpyrazolo[3,4-d]thiazolo[3,2-a]pyrimidin-4(1H)-one), C(CCC)N1N=C2N=C3N(C(C2=C1)=O)CCS3 (6,7-Dihydro-2-n-butylpyrazolo[3,4-d]thiazolo[3,2-a]pyrimidin-4(2H)-one). The yield is 26.0%. As a reaction SMILES: [NH:1]1[C:5]2[N:6]=[C:7]3[S:13][CH2:12][CH2:11][N:8]3[C:9](=[O:10])[C:4]=2[CH:3]=[N:2]1.[H-].[Na+].[CH2:16](I)[CH2:17][CH2:18][CH3:19].O>CN(C)C=O>[CH2:16]([N:1]1[C:5]2[N:6]=[C:7]3[S:13][CH2:12][CH2:11][N:8]3[C:9](=[O:10])[C:4]=2[CH:3]=[N:2]1)[CH2:17][CH2:18][CH3:19].[CH2:16]([N:2]1[CH:3]=[C:4]2[C:5]([N:6]=[C:7]3[S:13][CH2:12][CH2:11][N:8]3[C:9]2=[O:10])=[N:1]1)[CH2:17][CH2:18][CH3:19] |f:1.2|. Procedure: In 50 ml of dimethylformamide was dissolved 2.50 g (12.9 mmol) of Compound 1 prepared in Example 1, and 0.77 g (19.3 mmol) of sodium hydride (60%) and 2.20 ml (19.3 mmol) of butyl iodide were added to the solution, followed by stirring at room temperature for one hour. After addition of water and evaporation of the solvent, the residue was subjected to partition between chloroform and water, and the chloroform layer was concentrated to dryness under reduced pressure. The residue was subjected to... Starting materials: COC(=O)C(CSCc1ccc(-c2nc(-c3ccccc3)cc(-c3ccccc3)n2)cc1)(N=C=O)OC(C)(C)C, CO, [K+], C1CCOC1, [OH-], O. Yields the product CC(C)(C)OC(CSCc1ccc(-c2nc(-c3ccccc3)cc(-c3ccccc3)n2)cc1)(N=C=O)C(=O)O. As a reaction SMILES: [CH3:1][O:2][C:3]([C:4]([CH2:5][S:6][CH2:7][c:8]1[cH:9][cH:10][c:11](-[c:14]2[n:15][c:16](-[c:26]3[cH:27][cH:28][cH:29][cH:30][cH:31]3)[cH:17][c:18](-[c:20]3[cH:21][cH:22][cH:23][cH:24][cH:25]3)[n:19]2)[cH:12][cH:13]1)([O:32][C:33]([CH3:34])([CH3:35])[CH3:36])[N:37]=[C:38]=[O:39])=[O:40].[CH3:41][OH:42].[K+:44].[O:45]1[CH2:46][CH2:47][CH2:48][CH2:49]1.[OH-:43].[OH2:50]>>[O:2]=[C:3]([C:4]([CH2:5][S:6][CH2:7][c:8]1[cH:9][cH:10][c:11](-[c:14]2[n:15][c:16](-[c:26]3[cH:27][cH:28][cH:29][cH:30][cH:31]3)[cH:17][c:18](-[c:20]3[cH:21][cH:22][cH:23][cH:24][cH:25]3)[n:19]2)[cH:12][cH:13]1)([O:32][C:33]([CH3:34])([CH3:35])[CH3:36])[N:37]=[C:38]=[O:39])[OH:40]. Reactants: O (Water), C(C)(C)(C)OC(=O)N1CCC(CC1)CCOC1=C(C=C2C(N(C=NC2=C1)COC(C(C)(C)C)=O)=O)OC (7-(2-(1-tertbutoxycarbonylpiperidin-4-yl)ethoxy)-6-methoxy-3-((pivaloyloxy)methyl)-3,4-dihydroquinazolin-4-one), C(O)([O-])=O.[Na+] (sodium hydrogen carbonate). The solvent is C(Cl)Cl (methylene chloride), C(Cl)Cl (methylene chloride). Reaction conditions: time 1 hour. The product is N1CCC(CC1)CCOC1=C(C=C2C(N(C=NC2=C1)COC(C(C)(C)C)=O)=O)OC (7-(2-(piperidin-4-yl)ethoxy)-6-methoxy-3-((pivaloyloxy)methyl)-3,4-dihydroquinazolin-4-one). The yield is 99.4%. Reaction SMILES: C(OC([N:8]1[CH2:13][CH2:12][CH:11]([CH2:14][CH2:15][O:16][C:17]2[CH:26]=[C:25]3[C:20]([C:21](=[O:35])[N:22]([CH2:27][O:28][C:29](=[O:34])[C:30]([CH3:33])([CH3:32])[CH3:31])[CH:23]=[N:24]3)=[CH:19][C:18]=2[O:36][CH3:37])[CH2:10][CH2:9]1)=O)(C)(C)C.O.C(=O)([O-])O.[Na+]>C(Cl)Cl>[NH:8]1[CH2:13][CH2:12][CH:11]([CH2:14][CH2:15][O:16][C:17]2[CH:26]=[C:25]3[C:20]([C:21](=[O:35])[N:22]([CH2:27][O:28][C:29](=[O:34])[C:30]([CH3:33])([CH3:31])[CH3:32])[CH:23]=[N:24]3)=[CH:19][C:18]=2[O:36][CH3:37])[CH2:10][CH2:9]1 |f:2.3|. Reported procedure: A solution of 7-(2-(1-tertbutoxycarbonylpiperidin-4-yl)ethoxy)-6-methoxy-3-((pivaloyloxy)methyl)-3,4-dihydroquinazolin-4-one (10.5 g, 20 mmol) in methylene chloride (100 ml) containing TPA (25 ml) was stirred for 1 hour at ambient temperature. Water (50 ml) and methylene chloride (100 ml) were added and the pH of the aqueous layer was adjusted to 8 with solid sodium hydrogen carbonate. The organic layer was separated, washed with water, brine, dried (MgSO4) and evaporated. The residue was tritur... Starting materials: CN(C(=O)Cl)c1ccccc1, CN(C)C=O, Oc1ncc(Oc2ccc(Cl)c(Cl)c2)cn1, C1CN2CCN1CC2, O. Product: CN(C(=O)Oc1ncc(Oc2ccc(Cl)c(Cl)c2)cn1)c1ccccc1. Reaction SMILES: [CH3:17][N:18]([C:19](=[O:20])[Cl:21])[c:22]1[cH:23][cH:24][cH:25][cH:26][cH:27]1.[CH3:37][N:38]([CH3:39])[CH:40]=[O:41].[Cl:1][c:2]1[cH:3][c:4]([O:5][c:6]2[cH:7][n:8][c:9]([OH:12])[n:10][cH:11]2)[cH:13][cH:14][c:15]1[Cl:16].[N:28]12[CH2:29][CH2:30][N:31]([CH2:32][CH2:33]1)[CH2:34][CH2:35]2.[OH2:36]>>[Cl:1][c:2]1[cH:3][c:4]([O:5][c:6]2[cH:7][n:8][c:9]([O:12][C:19]([N:18]([CH3:17])[c:22]3[cH:23][cH:24][cH:25][cH:26][cH:27]3)=[O:20])[n:10][cH:11]2)[cH:13][cH:14][c:15]1[Cl:16]. The reactants are Cc1cnc(N2CCN(C(=O)c3ccc(Br)cc3F)CC2)c(C)c1, O=C1NCCO1. Yields the product Cc1cnc(N2CCN(C(=O)c3ccc(N4CCOC4=O)cc3F)CC2)c(C)c1. RXN SMILES: [Br:1][c:2]1[cH:3][c:4]([F:24])[c:5]([C:8](=[O:9])[N:10]2[CH2:11][CH2:12][N:13]([c:16]3[n:17][cH:18][c:19]([CH3:23])[cH:20][c:21]3[CH3:22])[CH2:14][CH2:15]2)[cH:6][cH:7]1.[O:25]1[C:26](=[O:30])[NH:27][CH2:28][CH2:29]1>>[c:2]1([N:27]2[C:26](=[O:30])[O:25][CH2:29][CH2:28]2)[cH:3][c:4]([F:24])[c:5]([C:8](=[O:9])[N:10]2[CH2:11][CH2:12][N:13]([c:16]3[n:17][cH:18][c:19]([CH3:23])[cH:20][c:21]3[CH3:22])[CH2:14][CH2:15]2)[cH:6][cH:7]1. Reactants: CC1=NOC(=C1B1OC(C(O1)(C)C)(C)C)C (3,5-dimethyl-4-(4,4,5,5-tetramethyl-1,3,2-dioxaborolan-2-yl)isoxazole), ClC1=NN=CC2=C1C=CC(=N2)NC2=C(C=C(C=C2)F)F (5-chloro-N-(2,4-difluorophenyl)pyrido[3,2-d]pyridazin-2-amine). The solvent is CCOC(=O)C (EtOAc), O (water), O1CCOCC1 (dioxane), C([O-])([O-])=O.[Na+].[Na+] (sodium carbonate). The reagents and catalysts are C=1C=CC(=CC1)[P](C=2C=CC=CC2)(C=3C=CC=CC3)[Pd]([P](C=4C=CC=CC4)(C=5C=CC=CC5)C=6C=CC=CC6)([P](C=7C=CC=CC7)(C=8C=CC=CC8)C=9C=CC=CC9)[P](C=1C=CC=CC1)(C=1C=CC=CC1)C=1C=CC=CC1 (tetrakis). Conditions: temperature 130 celsius. Reaction SMILES: [CH3:1][C:2]1[C:6](B2OC(C)(C)C(C)(C)O2)=[C:5]([CH3:16])[O:4][N:3]=1.Cl[C:18]1[C:23]2[CH:24]=[CH:25][C:26]([NH:28][C:29]3[CH:34]=[CH:33][C:32]([F:35])=[CH:31][C:30]=3[F:36])=[N:27][C:22]=2[CH:21]=[N:20][N:19]=1>O1CCOCC1.C(=O)([O-])[O-].[Na+].[Na+].CCOC(C)=O.O.C1C=CC([P]([Pd]([P](C2C=CC=CC=2)(C2C=CC=CC=2)C2C=CC=CC=2)([P](C2C=CC=CC=2)(C2C=CC=CC=2)C2C=CC=CC=2)[P](C2C=CC=CC=2)(C2C=CC=CC=2)C2C=CC=CC=2)(C2C=CC=CC=2)C2C=CC=CC=2)=CC=1>[F:36][C:30]1[CH:31]=[C:32]([F:35])[CH:33]=[CH:34][C:29]=1[NH:28][C:26]1[CH:25]=[CH:24][C:23]2[C:18]([C:6]3[C:2]([CH3:1])=[N:3][O:4][C:5]=3[CH3:16])=[N:19][N:20]=[CH:21][C:22]=2[N:27]=1 |f:3.4.5,^1:59,61,80,99|. Reported procedure: A mixture of 3,5-dimethyl-4-(4,4,5,5-tetramethyl-1,3,2-dioxaborolan-2-yl)isoxazole (252 mg, 1.12 mmol), 5-chloro-N-(2,4-difluorophenyl)pyrido[3,2-d]pyridazin-2-amine (300 mg, 1.02 mmol) and tetrakis (36 mg, 31 μmol) in 4.0 mL of dioxane and sodium carbonate (2.0 mL of 1 N solution) was heated in a microwave at 130° C. for 35 min. It was diluted with 10 mL of EtOAc and 2.0 mL water and extracted. An additional extraction with DCM (15 mL) was done. The combined extracts and an insoluble tan solid ... Yields the product FC1=C(C=CC(=C1)F)NC=1C=CC=2C(=NN=CC2N1)C=1C(=NOC1C)C (N-(2,4-Difluorophenyl)-5-(3,5-dimethylisoxazol-4-yl)pyrido[3,2-d]pyridazin-2-amine). Starting materials: C(#N)[BH3-].[Na+] (sodium cyanoborohydride), NC=1SC=CN1 (2-aminothiazole), C(C)(=O)N1C(CCCC1)=O (N-acetyl-piperidone), C1(CCCC1)N (cyclopentylamine), NC(=O)N (urea), C1(CCCC1)N(C(=O)NC=1SC=CN1)C1CCCC1 (1,1-dicyclopentyl-3-thiazol-2-yl-urea), C(=O)=C1N=CC=N1 (carbonyl imidazole). The solvent is CO (methanol), C1CCOC1 (THF). Run at time 8 hour. Product: C(C)(=O)N1CCC(CC1)N(C(=O)NC=1SC=CN1)C1CCCC1 (1-(1-Acetyl-piperidin-4-yl)-1-cyclopentyl-3-thiazol-2-yl-urea). RXN SMILES: [C:1]([N:4]1[CH2:9][CH2:8][CH2:7][CH2:6][C:5]1=O)(=[O:3])[CH3:2].C1(N)CCCC1.C([BH3-])#N.[Na+].NC(N)=O.[CH:25]1([N:30](C2CCCC2)[C:31]([NH:33][C:34]2[S:35][CH:36]=[CH:37][N:38]=2)=[O:32])[CH2:29][CH2:28][CH2:27][CH2:26]1.C(=C1N=CC=N1)=O.NC1SC=CN=1>C1COCC1.CO>[C:1]([N:4]1[CH2:9][CH2:8][CH:7]([N:30]([CH:25]2[CH2:26][CH2:27][CH2:28][CH2:29]2)[C:31]([NH:33][C:34]2[S:35][CH:36]=[CH:37][N:38]=2)=[O:32])[CH2:6][CH2:5]1)(=[O:3])[CH3:2] |f:2.3|. Procedure details: Prepared according to general procedure (I). To a mixture of N-acetyl-piperidone (1.4 g) and cyclopentylamine (0.9 g) and molecular sieves (5 g) in THF (8 mL) and methanol (8 mL) was added sodium cyanoborohydride (2.1 g) and the reaction was stirred overnight at room temperature. Insoluble material was removed by filtration and after removal of solvent in vacuo the crude secondary amine (0.57 g) was isolated. The urea coupling was performed in an similar manner to the synthesis of 1,1-dicyclopen... Reactants: CS(=O)(=O)OCCC1=CC=C(C=C1)NC1=NC=2C3=C([C@H](CC2C=N1)C1=C(C=CC=C1)Cl)C=CC=C3 ((S)-4-(6-(2-chlorophenyl)-5,6-dihydrobenzo[h]quinazolin-2-ylamino)phenethyl methanesulfonate), N1CCCCC1 (piperidine). Solvent: C(C)N(CC)CC (triethylamine). Product: Cl.ClC1=C(C=CC=C1)[C@H]1CC=2C=NC(=NC2C2=C1C=CC=C2)NC2=CC=C(C=C2)CCN2CCCCC2 ((S)-6-(2-chlorophenyl)-N-(4-(2-(piperidin-1-yl)ethyl)phenyl)-5,6-dihydrobenzo[h]quinazolin-2-amine hydrochloride). RXN SMILES: CS(O[CH2:6][CH2:7][C:8]1[CH:13]=[CH:12][C:11]([NH:14][C:15]2[N:24]=[CH:23][C:22]3[CH2:21][C@H:20]([C:25]4[CH:30]=[CH:29][CH:28]=[CH:27][C:26]=4[Cl:31])[C:19]4[CH:32]=[CH:33][CH:34]=[CH:35][C:18]=4[C:17]=3[N:16]=2)=[CH:10][CH:9]=1)(=O)=O.[NH:36]1[CH2:41][CH2:40][CH2:39][CH2:38][CH2:37]1>C(N(CC)CC)C>[ClH:31].[Cl:31][C:26]1[CH:27]=[CH:28][CH:29]=[CH:30][C:25]=1[C@@H:20]1[C:19]2[CH:32]=[CH:33][CH:34]=[CH:35][C:18]=2[C:17]2[N:16]=[C:15]([NH:14][C:11]3[CH:10]=[CH:9][C:8]([CH2:7][CH2:6][N:36]4[CH2:41][CH2:40][CH2:39][CH2:38][CH2:37]4)=[CH:13][CH:12]=3)[N:24]=[CH:23][C:22]=2[CH2:21]1 |f:3.4|. Reported procedure: This was synthesized by using (S)-4-(6-(2-chlorophenyl)-5,6-dihydrobenzo[h]quinazolin-2-ylamino)phenethyl methanesulfonate, piperidine and triethylamine as described in general procedure 2 to afford the desired product. M.p.=164-167° C. 1H NMR (DMSO) 400 MHz δ 10.10 (bs, 1H), 9.64 (s, 1H), 8.36-8.32 (m, 1H), 8.30 (s, 1H), 7.80 (d, J=8.4 Hz, 2H), 7.53-7.43 (m, 3H), 7.26-7.20 (m, 3H), 7.18-7.13 (m, 1H), 7.00 (d, J=7.2 Hz, 1H), 6.79-6.75 (m, 1H), 4.77 (t, J=6.8 Hz, 1H), 3.51-3.46 (m, 2H), 3.25-3.09... Starting materials: NC[C@H]1N(CCC[C@H]1C)C(=O)C1=C(C=CC(=C1)F)N1N=CC=N1 (((2S,3R)-2-(aminomethyl)-3-methylpiperidin-1-yl)(5-fluoro-2-(2H-1,2,3-triazol-2-yl)phenyl)methanone), ClC=1N=NC(=CC1)C(F)(F)F (3-chloro-6-(trifluoromethyl)pyridazine). The product is FC=1C=CC(=C(C1)C(=O)N1[C@@H]([C@@H](CCC1)C)CNC=1N=NC(=CC1)C(F)(F)F)N1N=CC=N1 ((5-Fluoro-2-(2H-1,2,3-triazol-2-yl)phenyl)((2S,3R)-3-methyl-2-(((6-(trifluoromethyl)pyridazin-3-yl)amino)methyl)piperidin-1-yl)methanone). As a reaction SMILES: [NH2:1][CH2:2][C@@H:3]1[C@H:8]([CH3:9])[CH2:7][CH2:6][CH2:5][N:4]1[C:10]([C:12]1[CH:17]=[C:16]([F:18])[CH:15]=[CH:14][C:13]=1[N:19]1[N:23]=[CH:22][CH:21]=[N:20]1)=[O:11].Cl[C:25]1[N:26]=[N:27][C:28]([C:31]([F:34])([F:33])[F:32])=[CH:29][CH:30]=1>>[F:18][C:16]1[CH:15]=[CH:14][C:13]([N:19]2[N:23]=[CH:22][CH:21]=[N:20]2)=[C:12]([C:10]([N:4]2[CH2:5][CH2:6][CH2:7][C@@H:8]([CH3:9])[C@H:3]2[CH2:2][NH:1][C:25]2[N:26]=[N:27][C:28]([C:31]([F:34])([F:33])[F:32])=[CH:29][CH:30]=2)=[O:11])[CH:17]=1. Reported procedure: The title compound was prepared following the same general protocol as described for Example A45 using ((2S,3R)-2-(aminomethyl)-3-methylpiperidin-1-yl)(5-fluoro-2-(2H-1,2,3-triazol-2-yl)phenyl)methanone and 3-chloro-6-(trifluoromethyl)pyridazine. MS (ESI) 464 (M+H). Reactants: COc1ccc(CNc2cc3c(=O)n(NS(C)(=O)=O)c(=O)[nH]c3cc2[N+](=O)[O-])c(OC)c1, CCOCC, ClCCl, O=C(O)C(F)(F)F. RXN SMILES: [CH3:1][O:2][c:3]1[cH:4][c:5]([O:27][CH3:28])[cH:29][cH:30][c:31]1[CH2:32][NH:6][c:7]1[cH:8][c:9]2[c:10](=[O:26])[n:11]([NH:21][S:22](=[O:23])(=[O:24])[CH3:25])[c:12](=[O:20])[nH:13][c:14]2[cH:15][c:16]1[N+:17](=[O:18])[O-:19].[CH3:43][CH2:44][O:45][CH2:46][CH3:47].[Cl:40][CH2:41][Cl:42].[OH:33][C:34]([C:35]([F:36])([F:37])[F:38])=[O:39]>>[NH2:6][c:7]1[cH:8][c:9]2[c:10](=[O:26])[n:11]([NH:21][S:22](=[O:23])(=[O:24])[CH3:25])[c:12](=[O:20])[nH:13][c:14]2[cH:15][c:16]1[N+:17](=[O:18])[O-:19]. Yields the product CS(=O)(=O)Nn1c(=O)[nH]c2cc([N+](=O)[O-])c(N)cc2c1=O.